From a dataset of the Open Reaction Database (ORD), a public repository of structured organic reaction records. describe an organic reaction: reactants, conditions, products, and yield Starting materials: C1(=CC=CC=C1)C1=NC2=CC=CC=C2C(=C1)CCC(=O)O (2-phenyl-4-quinolinepropanoic acid), Cl (hydrochloric acid), C(C)OC(=O)Cl (ethylchloroformate), Cl.CNC(C)CC (N-methyl-2-butanamine hydrochloride). The solvent is C(Cl)(Cl)Cl (chloroform), C(C)N(CC)CC (Triethlamine), C(C)OCC (ethyl ether), CC(=O)C (acetone). Run at temperature 20 celsius, time 20 hour. Product: CN(C(CCC1=CC(=NC2=CC=CC=C12)C1=CC=CC=C1)=O)C(CC)C (N-methyl-N-(1-methylpropyl)-2-phenyl-4-quinolinepropanamide). Yield: 15.3%. Reaction SMILES: [C:1]1([C:7]2[CH:16]=[C:15]([CH2:17][CH2:18][C:19](O)=[O:20])[C:14]3[C:9](=[CH:10][CH:11]=[CH:12][CH:13]=3)[N:8]=2)[CH:6]=[CH:5][CH:4]=[CH:3][CH:2]=1.C(OC(Cl)=O)C.Cl.[CH3:29][NH:30][CH:31]([CH2:33][CH3:34])[CH3:32].Cl>C(Cl)(Cl)Cl.CC(C)=O.C(OCC)C.C(N(CC)CC)C>[CH3:29][N:30]([CH:31]([CH3:32])[CH2:33][CH3:34])[C:19](=[O:20])[CH2:18][CH2:17][C:15]1[C:14]2[C:9](=[CH:10][CH:11]=[CH:12][CH:13]=2)[N:8]=[C:7]([C:1]2[CH:2]=[CH:3][CH:4]=[CH:5][CH:6]=2)[CH:16]=1 |f:2.3|. Procedure details: Triethlamine (3.78 cc) is added to a suspension of 2-phenyl-4-quinolinepropanoic acid (2.5 g) in chloroform (100 cc), followed, under nitrogen and after the mixture has been cooled to 10° C., by ethylchloroformate (1.24 g). The mixture is then stirred for 40 minutes at room temperature (approximately 20° C.), and N-methyl-2-butanamine hydrochloride (1.05 g) is then introduced in small portions. The mixture is stirred for 20 hours at room temperature (approximately 20° C.). After evaporation of t... The reactants are ClC1=NC(=C(C(=O)N)C=C1)NC1=CC=C(C=C1)N(CC)CC (6-chloro-2-(4-(diethylamino)phenylamino)nicotinamide), N1C[C@@H](CCC1)NC(OC(C)(C)C)=O ((R)-tert-butyl piperidin-3-ylcarbamate), CCN(C(C)C)C(C)C (DIEA). Run in CN1C(CCC1)=O (N-methyl-2-pyrrolidinone), C(C)(=O)OCC (ethyl acetate). Reaction conditions: temperature 100 celsius. Product: C(N)(=O)C=1C=CC(=NC1NC1=CC=C(C=C1)N(CC)CC)N1C[C@@H](CCC1)NC(OC(C)(C)C)=O ((R)-tert-butyl 1-(5-carbamoyl-6-(4-(diethylamino)phenylamino)pyridin-2-yl)piperidin-3-ylcarbamate). Yield: 55.8%. Reaction SMILES: Cl[C:2]1[CH:10]=[CH:9][C:5]([C:6]([NH2:8])=[O:7])=[C:4]([NH:11][C:12]2[CH:17]=[CH:16][C:15]([N:18]([CH2:21][CH3:22])[CH2:19][CH3:20])=[CH:14][CH:13]=2)[N:3]=1.[NH:23]1[CH2:28][CH2:27][CH2:26][C@@H:25]([NH:29][C:30](=[O:36])[O:31][C:32]([CH3:35])([CH3:34])[CH3:33])[CH2:24]1.CCN(C(C)C)C(C)C>CN1CCCC1=O.C(OCC)(=O)C>[C:6]([C:5]1[CH:9]=[CH:10][C:2]([N:23]2[CH2:28][CH2:27][CH2:26][C@@H:25]([NH:29][C:30](=[O:36])[O:31][C:32]([CH3:34])([CH3:33])[CH3:35])[CH2:24]2)=[N:3][C:4]=1[NH:11][C:12]1[CH:17]=[CH:16][C:15]([N:18]([CH2:21][CH3:22])[CH2:19][CH3:20])=[CH:14][CH:13]=1)(=[O:7])[NH2:8]. Procedure: A mixture of 6-chloro-2-(4-(diethylamino)phenylamino)nicotinamide (1.669 g, 5.24 mmol), (R)-tert-butyl piperidin-3-ylcarbamate (1.573 g, 7.85 mmol), and DIEA (1.829 mL, 10.47 mmol) in N-methyl-2-pyrrolidinone (10 mL) was heated at 100° C. overnight. The reaction mixture was diluted with ethyl acetate, washed with satd. NaHCO3, water, and concentrated. The resulting residue was purified by MPLC (ISCO, hexane/ethyl acetate, 80 g silica gel column) to give 1.41 g (R)-tert-butyl 1-(5-carbamoyl-6-(4-...